From a dataset of the Open Reaction Database (ORD), a public repository of structured organic reaction records. describe an organic reaction: reactants, conditions, products, and yield Starting materials: Cl.COCCN(C1=CC=C(C=N1)NC(=O)C=1N(C2=CC=C(C=C2C1)OC(F)(F)F)CC)C (1-ethyl-5-trifluoromethoxy-1H-indole-2-carboxylic acid {6-[(2-methoxy-ethyl)-methyl-amino]-pyridin-3-yl}-amide hydrochloride), Cl.COCCN(C1=CC=C(C=N1)NC(=O)C=1N(C2=CC=C(C=C2C1)Cl)CC)C (5-chloro-1-ethyl-1H-indole-2-carboxylic acid {6-[(2-methoxy-ethyl)-methyl-amino]-pyridin-3-yl}-amide hydrochloride), ClC=1C=C2C=C(N(C2=CC1)CC)C(=O)O (5-chloro-1-ethyl-1H-indole-2-carboxylic acid). Yields the product Cl.COCCN(C1=CC=C(C=N1)NC(=O)C1N(C2=CC=C(CC2=C1)Cl)CC)C (5-Chloro-1-ethyl-4H-indole-2-carboxylic acid {6-[(2-methoxy-ethyl)-methyl-amino]-pyridin-3-yl}-amide hydrochloride). As a reaction SMILES: Cl.COCCN(C)C1N=CC(NC(C2N(CC)C3C(C=2)=CC(OC(F)(F)F)=CC=3)=O)=CC=1.Cl.[CH3:34][O:35][CH2:36][CH2:37][N:38]([CH3:60])[C:39]1[N:44]=[CH:43][C:42]([NH:45][C:46]([C:48]2[N:49]([CH2:58][CH3:59])[C:50]3[C:55]([CH:56]=2)=[CH:54][C:53]([Cl:57])=[CH:52][CH:51]=3)=[O:47])=[CH:41][CH:40]=1.ClC1C=C2C(=CC=1)N(CC)C(C(O)=O)=C2>>[ClH:57].[CH3:34][O:35][CH2:36][CH2:37][N:38]([CH3:60])[C:39]1[N:44]=[CH:43][C:42]([NH:45][C:46]([CH:48]2[CH:56]=[C:55]3[C:50](=[CH:51][CH:52]=[C:53]([Cl:57])[CH2:54]3)[N:49]2[CH2:58][CH3:59])=[O:47])=[CH:41][CH:40]=1 |f:0.1,2.3,5.6|. Procedure: With a method similar to that used for the preparation of 1-ethyl-5-trifluoromethoxy-1H-indole-2-carboxylic acid {6-[(2-methoxy-ethyl)-methyl-amino]-pyridin-3-yl}-amide hydrochloride, 5-chloro-1-ethyl-1H-indole-2-carboxylic acid {6-[(2-methoxy-ethyl)-methyl-amino]-pyridin-3-yl}-amide hydrochloride was prepared from 5-chloro-1-ethyl-1H-indole-2-carboxylic acid. LCMS for C20H23ClN4O2 calcd. (m/e) 386, observed 387 (M+H).